describe an organic reaction: reactants, conditions, products, and yield From a dataset of the Open Reaction Database (ORD), a public repository of structured organic reaction records. The reactants are Cc1ccccc1, CS(C)=O, CO[Si](CCCCl)(OC)OC, Nc1cccc(O)c1, [Na+], [OH-]. Reaction SMILES: [CH3:26][c:27]1[cH:28][cH:29][cH:30][cH:31][cH:32]1.[CH3:9][S:10]([CH3:11])=[O:12].[Cl:15][CH2:16][CH2:17][CH2:18][Si:19]([O:20][CH3:21])([O:22][CH3:23])[O:24][CH3:25].[NH2:1][c:2]1[cH:3][c:4]([OH:8])[cH:5][cH:6][cH:7]1.[Na+:14].[OH-:13]>>[NH2:1][c:2]1[cH:3][c:4]([O:8][CH2:16][CH2:17][CH2:18][Si:19]([O:20][CH3:21])([O:22][CH3:23])[O:24][CH3:25])[cH:5][cH:6][cH:7]1. Yields the product CO[Si](CCCOc1cccc(N)c1)(OC)OC. Reactants: C(C(=O)Cl)(=O)Cl (Oxalyl chloride), COC(=O)C1CCC(O1)C(=O)O (5-methoxycarbonyltetrahydrofuran-2-ylcarboxylic acid). The reagents and catalysts are CN(C=O)C (Dimethylformamide). Solvent: ClCCl (dichloromethane). Reaction conditions: time 1 hour. Yields the product ClCC(=O)C1CCC(O1)C(=O)OC (Methyl (2RS,5SR)-5-(2-chloroacetyl)tetrahydro-2-furoate). Reaction SMILES: C(Cl)(=O)[C:2]([Cl:4])=O.[CH3:7][O:8][C:9]([CH:11]1[O:15][CH:14]([C:16]([OH:18])=O)[CH2:13][CH2:12]1)=[O:10]>ClCCl.CN(C)C=O>[Cl:4][CH2:2][C:16]([CH:14]1[O:15][CH:11]([C:9]([O:8][CH3:7])=[O:10])[CH2:12][CH2:13]1)=[O:18]. Reported procedure: Oxalyl chloride (1.55 ml) was added to a stirred solution of (2RS, 5SR) -5-methoxycarbonyltetrahydrofuran-2-ylcarboxylic acid (2.00 g) in dichloromethane (30 ml). Dimethylformamide (1 drop) was added and the mixture stirred at room temperature for 1 h, and then heated to reflux for 10 min. The mixture was cooled and the solvent removed on a rotary evaporator. Chloroform was then evaporated from the residue twice. The residue was dissolved in dichloromethane (100 ml) and the solution cooled in an... The reactants are CC1=NN=C(C(N1N)=O)C1=CC=CC=C1 (3-methyl-4-amino-6-phenyl-1,2,4-triazin-5-one), C(C1=CC=CC=C1)=O (benzaldehyde), C1(=CC=C(C=C1)S(=O)(=O)O)C (p-toluenesulphonic acid). Run in C1=CC=CC=C1 (benzene). Yields the product CC1=NN=C(C(N1N=CC1=CC=CC=C1)=O)C1=CC=CC=C1 (3-methyl-4-benzylideneamino-6-phenyl-5-H-1,2,4-triazin-5-one). RXN SMILES: [CH3:1][C:2]1[N:7]([NH2:8])[C:6](=[O:9])[C:5]([C:10]2[CH:15]=[CH:14][CH:13]=[CH:12][CH:11]=2)=[N:4][N:3]=1.[CH:16](=O)[C:17]1[CH:22]=[CH:21][CH:20]=[CH:19][CH:18]=1.C1(C)C=CC(S(O)(=O)=O)=CC=1>C1C=CC=CC=1>[CH3:1][C:2]1[N:7]([N:8]=[CH:16][C:17]2[CH:22]=[CH:21][CH:20]=[CH:19][CH:18]=2)[C:6](=[O:9])[C:5]([C:10]2[CH:11]=[CH:12][CH:13]=[CH:14][CH:15]=2)=[N:4][N:3]=1. Reported procedure: 10.1 g (0.05 mol) of 3-methyl-4-amino-6-phenyl-1,2,4-triazin-5-one, 10 g (0.09 mol) of benzaldehyde, 0.3g of p-toluenesulphonic acid and 300 ml of benzene were boiled for 8 hours under a water separator. Thereafter the reaction mixture was filtered and the solvent was distilled off in vacuo. The residue solidfied after trituration with petroleum ether. The reactants are O=C(O)c1ncn2cc(Br)sc12, CC(=O)OC(C)=O, CCCCCC, Clc1ccc(Cl)c(Cl)c1. Yields the product Brc1cn2cncc2s1. Reaction SMILES: [Br:8][c:9]1[cH:10][n:11]2[c:12]([s:13]1)[c:14]([C:17]([OH:18])=[O:19])[n:15][cH:16]2.[CH3:1][C:2]([O:3][C:4](=[O:5])[CH3:6])=[O:7].[CH3:29][CH2:30][CH2:31][CH2:32][CH2:33][CH3:34].[Cl:20][c:21]1[cH:22][c:23]([Cl:24])[c:25]([Cl:26])[cH:27][cH:28]1>>[Br:8][c:9]1[cH:10][n:11]2[c:12]([s:13]1)[cH:14][n:15][cH:16]2. The reactants are N(=O)[O-].[Na+] (sodium nitrite), O (water), N[C@@H](CC(C)C)C(=O)O (L-leucine), [Br-].[K+] (potassium bromide), S(O)(O)(=O)=O (sulphuric acid), O (water). Conditions: temperature 0 celsius, time 30 minute. Product: BrC[C@H](C(=O)O)CCC ((S)-2-bromomethylpentanoic acid). Isolated yield 17.0%. RXN SMILES: N([O-])=O.[Na+].N[C@H:6]([C:11](O)=O)[CH2:7][CH:8]([CH3:10])[CH3:9].[Br-:14].[K+].S(=O)(=O)(O)[OH:17].[OH2:21]>>[Br:14][CH2:9][C@@H:8]([CH2:7][CH2:6][CH3:11])[C:10]([OH:17])=[O:21] |f:0.1,3.4|. Procedure details: A solution of sodium nitrite (5.1 g, 73 mmol) in water (15 ml) was added drop-wise at 0° C. over 5 hours to a stirred mixture of L-leucine (8.75 g, 67 mmol), potassium bromide (29.75 g, 0.25 mol) and concentrated sulphuric acid (8.6 ml) in water (100 ml). The mixture was stirred for 30 minutes at 0° C. then at ambient temperature for 20 hours. The product was extracted into diethyl ether (2×150 ml) then the combined ethereal layers were washed with saturated aqueous sodium chloride solution (2×1... Starting materials: [Cl-], ClCCl, Cl[Mg]c1ccccc1, [NH4+], O=[Mn]=O, ON1CCOCC1. Product: ON1CCOCC1c1ccccc1. Reaction SMILES: [Cl-:16].[Cl:18][CH2:19][Cl:20].[Cl:8][Mg:9][c:10]1[cH:11][cH:12][cH:13][cH:14][cH:15]1.[NH4+:17].[O:21]=[Mn:22]=[O:23].[OH:1][N:2]1[CH2:3][CH2:4][O:5][CH2:6][CH2:7]1>>[OH:1][N:2]1[CH2:3][CH2:4][O:5][CH2:6][CH:7]1[c:10]1[cH:11][cH:12][cH:13][cH:14][cH:15]1. Starting materials: CCOC(=O)C(c1ccc(Nc2nc(Br)cn(C)c2=O)cc1)N1CCN(CC)CC1, Cc1c(NC(=O)c2cc3c(s2)CCCCC3)cccc1C1OC(C)(C)C(C)(C)O1. As a reaction SMILES: [Br:1][c:2]1[cH:3][n:4]([CH3:30])[c:5](=[O:29])[c:6]([NH:8][c:9]2[cH:10][cH:11][c:12]([CH:15]([C:16](=[O:17])[O:18][CH2:19][CH3:20])[N:21]3[CH2:22][CH2:23][N:24]([CH2:27][CH3:28])[CH2:25][CH2:26]3)[cH:13][cH:14]2)[n:7]1.[CH3:31][c:32]1[c:33]([NH:47][C:48](=[O:49])[c:50]2[cH:51][c:52]3[c:53]([s:54]2)[CH2:55][CH2:56][CH2:57][CH2:58][CH2:59]3)[cH:34][cH:35][cH:36][c:37]1[CH:38]1[O:39][C:40]([CH3:41])([CH3:42])[C:43]([CH3:44])([CH3:45])[O:46]1>>[c:2]1(-[c:37]2[c:32]([CH3:31])[c:33]([NH:47][C:48](=[O:49])[c:50]3[cH:51][c:52]4[c:53]([s:54]3)[CH2:55][CH2:56][CH2:57][CH2:58][CH2:59]4)[cH:34][cH:35][cH:36]2)[cH:3][n:4]([CH3:30])[c:5](=[O:29])[c:6]([NH:8][c:9]2[cH:10][cH:11][c:12]([CH:15]([C:16](=[O:17])[O:18][CH2:19][CH3:20])[N:21]3[CH2:22][CH2:23][N:24]([CH2:27][CH3:28])[CH2:25][CH2:26]3)[cH:13][cH:14]2)[n:7]1. The product is CCOC(=O)C(c1ccc(Nc2nc(-c3cccc(NC(=O)c4cc5c(s4)CCCCC5)c3C)cn(C)c2=O)cc1)N1CCN(CC)CC1.